Dataset: the Open Reaction Database (ORD), a public repository of structured organic reaction records. Task: describe an organic reaction: reactants, conditions, products, and yield Starting materials: COC(=O)c1ccc2c(n1)CCN(C(=O)NCc1ccccc1)C2, CC(=O)O, CO, [K], NO. Yields the product O=C(NO)c1ccc2c(n1)CCN(C(=O)NCc1ccccc1)C2. Reaction SMILES: [CH2:1]([c:2]1[cH:3][cH:4][cH:5][cH:6][cH:7]1)[NH:8][C:9](=[O:10])[N:11]1[CH2:12][c:13]2[cH:14][cH:15][c:16]([C:21](=[O:22])[O:23][CH3:24])[n:17][c:18]2[CH2:19][CH2:20]1.[CH3:28][C:29](=[O:30])[OH:31].[CH3:32][OH:33].[K:25].[NH2:26][OH:27]>>[CH2:1]([c:2]1[cH:3][cH:4][cH:5][cH:6][cH:7]1)[NH:8][C:9](=[O:10])[N:11]1[CH2:12][c:13]2[cH:14][cH:15][c:16]([C:21](=[O:22])[NH:26][OH:27])[n:17][c:18]2[CH2:19][CH2:20]1. Reactants: NC=1C=C(C=2C=CC=C(C2C1)S(=O)(=O)O)S(=O)(=O)O (3-aminonaph-thalene-1,5-disulfonic acid), alkali metal hydroxide, C(C)(=O)OC=1C(=C(C(=O)Cl)C=CC1)C (3-acetoxy-2-methylbenzoyl chloride), alkali metal salt. The solvent is O (water). Yields the product dialkali metal, OC=1C(=C(C(=O)O)C=CC1)C (3-hydroxy-2-methylbenzoic acid). RXN SMILES: C([O:4][C:5]1[C:6]([CH3:14])=[C:7]([CH:11]=[CH:12][CH:13]=1)[C:8](Cl)=[O:9])(=O)C.NC1C=C(S(O)(=O)=O)C2C=CC=C(S(O)(=O)=[O:27])C=2C=1>O>[OH:4][C:5]1[C:6]([CH3:14])=[C:7]([CH:11]=[CH:12][CH:13]=1)[C:8]([OH:9])=[O:27]. Procedure details: The present invention relates to a process for the preparation of 3-acetoxy-2-methylbenzoyl chloride by reacting an alkali metal salt of 3-aminonaph-thalene-1,5-disulfonic acid with alkali metal hydroxide and water in the weight ratio 1:(1 to 1.6):(1 to 1.6) at 220 to 320° C. to give the dialkali metal salt of the 3-hydroxy-2-methylbenzoic acid, separating off insoluble constituents from the reaction mixture, then adjusting the reaction mixture to a pH of 11.5 to 13.5 by addition of acid and rea... Starting materials: NC1=C(C(=NC(=N1)SC)NC1=C(C=C(C=C1)N1CCN(CC1)C(=O)OC(C)(C)C)OC)C(N)=O (tert-butyl 4-(4-(6-amino-5-carbamoyl-2-(methy thio)pyrimidin-4-ylamino)-3-methoxyphenyl)piperazine-1-carboxylate), ClCC(CCl)=O (1,3-dichloropropan-2-one). Solvent: O(C)CCOC (1,2-dimethoxylethane). Run at temperature 80 celsius. Yields the product C(N)(=O)C=1C=2N(C(=NC1NC1=C(C=C(C=C1)N1CCN(CC1)C(=O)OC(C)(C)C)OC)SC)C=C(N2)CCl (tert-butyl 4-(4-(8-carbamoyl-2-(chloromethyl)-5-(methylthio)imidazo[1,2-c]pyrimidin-7-ylamino)-3-methoxyphenyl)piperazine-1-carboxylate). Reaction SMILES: [NH2:1][C:2]1[N:7]=[C:6]([S:8][CH3:9])[N:5]=[C:4]([NH:10][C:11]2[CH:16]=[CH:15][C:14]([N:17]3[CH2:22][CH2:21][N:20]([C:23]([O:25][C:26]([CH3:29])([CH3:28])[CH3:27])=[O:24])[CH2:19][CH2:18]3)=[CH:13][C:12]=2[O:30][CH3:31])[C:3]=1[C:32](=[O:34])[NH2:33].[Cl:35][CH2:36][C:37](=O)[CH2:38]Cl>O(CCOC)C>[C:32]([C:3]1[C:2]2[N:7]([CH:38]=[C:37]([CH2:36][Cl:35])[N:1]=2)[C:6]([S:8][CH3:9])=[N:5][C:4]=1[NH:10][C:11]1[CH:16]=[CH:15][C:14]([N:17]2[CH2:22][CH2:21][N:20]([C:23]([O:25][C:26]([CH3:29])([CH3:27])[CH3:28])=[O:24])[CH2:19][CH2:18]2)=[CH:13][C:12]=1[O:30][CH3:31])(=[O:34])[NH2:33]. Reported procedure: A mixture of the product of Example 13D (629 mg, 1.28 mmol) and 1,3-dichloropropan-2-one (652 mg, 5.13 mmol) in 1,2-dimethoxylethane (20 mL) was heated at 80° C. for 18 hours. The mixture was concentrated and the residue was purified by flash chromatography on silica gel (200-300 mesh) eluting with 97/3 dichloromethane/methanol to give the title compound. MS: 562 (M+H+). Starting materials: CC(C)(C)OC(=O)N(C(=O)c1ccccc1I)C1CC1c1ncc(Cl)cc1Cl, ClCCl, O=C(O)C(F)(F)F. Yields the product O=C(NC1CC1c1ncc(Cl)cc1Cl)c1ccccc1I. Reaction SMILES: [C:1]([O:2][C:3](=[O:4])[N:7]([C:8]([c:9]1[c:10]([I:15])[cH:11][cH:12][cH:13][cH:14]1)=[O:16])[CH:17]1[CH:18]([c:20]2[n:21][cH:22][c:23]([Cl:27])[cH:24][c:25]2[Cl:26])[CH2:19]1)([CH3:5])([CH3:6])[CH3:28].[Cl:36][CH2:37][Cl:38].[OH:29][C:30]([C:31]([F:32])([F:33])[F:34])=[O:35]>>[NH:7]([C:8]([c:9]1[c:10]([I:15])[cH:11][cH:12][cH:13][cH:14]1)=[O:16])[CH:17]1[CH:18]([c:20]2[n:21][cH:22][c:23]([Cl:27])[cH:24][c:25]2[Cl:26])[CH2:19]1. Reactants: [BH4-], COC1=CC=C2C3Cc4ccc(OC)c5c4C2(CCN3C)C1O5, COC1=CC23CCN(C)C(Cc4ccc(OC)c(O)c42)C3=CC1=O, CO, CN1CCC23c4c5ccc(O)c4OC2C(O)C=CC3C1C5, [Na+]. Yields the product COC1=CC=C2C3Cc4ccc(OC)c5c4C2(CCN3C)C1O5, [Na+], [OH-]. RXN SMILES: [BH4-:69].[CH3:1][O:2][C:3]1=[CH:4][CH:5]=[C:6]2[CH:7]3[CH2:8][c:9]4[cH:10][cH:11][c:12]([O:13][CH3:14])[c:15]5[c:23]4[C:18]2([CH:17]1[O:16]5)[CH2:19][CH2:20][N:21]3[CH3:22].[CH3:45][O:46][C:47]1=[CH:68][C:52]23[C:51](=[CH:50][C:48]1=[O:49])[CH:63]([CH2:62][c:54]1[c:53]2[c:58]([OH:59])[c:57]([O:60][CH3:61])[cH:56][cH:55]1)[N:64]([CH3:65])[CH2:66][CH2:67]3.[CH3:71][OH:72].[CH:24]12[C:25]34[c:26]5[c:27]([cH:35][cH:36][c:37]([OH:38])[c:39]5[O:40][CH:41]3[CH:42]([OH:28])[CH:43]=[CH:44]1)[CH2:29][CH:30]2[N:31]([CH3:34])[CH2:32][CH2:33]4.[Na+:70]>>[CH3:1][O:2][C:3]1=[CH:4][CH:5]=[C:6]2[CH:7]3[CH2:8][c:9]4[cH:10][cH:11][c:12]([O:13][CH3:14])[c:15]5[c:23]4[C:18]2([CH:17]1[O:16]5)[CH2:19][CH2:20][N:21]3[CH3:22].[Na+:70].[OH-:28]. Starting materials: C(C1=CC=CC=C1)OC=1C=C(C=CC1)B(O)O (3-benzyloxyphenylboronic acid), [F-].[Cs+] (caesium fluoride), ClC1=CC=C2C(=NN(C2=C1)COCC[Si](C)(C)C)NC(CCC)=O (N-[6-chloro-1-[[2-(trimethylsilyl)ethoxy)methyl]-1H-indazol-3-yl)butanamide). The reagents and catalysts are C(C)(=O)[O-].[Pd+2].C(C)(=O)[O-] (palladium acetate). Yields the product C1(=CC=CC=C1)COC=1C=C(C=CC1)C1=CC=C2C(=NN(C2=C1)COCC[Si](C)(C)C)NC(CCC)=O (N-[6-[3-(phenylmethoxy)phenyl]-1-[[2-(trimethylsilyl)ethoxy)methyl]-1H-indazol-3-yl]butanamide). Yield: 78.5%. Reaction SMILES: [CH2:1]([O:8][C:9]1[CH:10]=[C:11](B(O)O)[CH:12]=[CH:13][CH:14]=1)[C:2]1[CH:7]=[CH:6][CH:5]=[CH:4][CH:3]=1.[F-].[Cs+].Cl[C:21]1[CH:29]=[C:28]2[C:24]([C:25]([NH:38][C:39](=[O:43])[CH2:40][CH2:41][CH3:42])=[N:26][N:27]2[CH2:30][O:31][CH2:32][CH2:33][Si:34]([CH3:37])([CH3:36])[CH3:35])=[CH:23][CH:22]=1>C([O-])(=O)C.[Pd+2].C([O-])(=O)C>[C:2]1([CH2:1][O:8][C:9]2[CH:10]=[C:11]([C:21]3[CH:29]=[C:28]4[C:24]([C:25]([NH:38][C:39](=[O:43])[CH2:40][CH2:41][CH3:42])=[N:26][N:27]4[CH2:30][O:31][CH2:32][CH2:33][Si:34]([CH3:37])([CH3:35])[CH3:36])=[CH:23][CH:22]=3)[CH:12]=[CH:13][CH:14]=2)[CH:7]=[CH:6][CH:5]=[CH:4][CH:3]=1 |f:1.2,4.5.6|. Procedure details: 930 mg of 3-benzyloxyphenylboronic acid, 1.24 g of caesium fluoride, 31.5 mg of 2-dicyclohexylphosphino-2′-(N,N-dimethylamino)diphenyl and 13.5 mg of palladium acetate are successively added to 1 g of N-[6-chloro-1-[[2-(trimethylsilyl)ethoxy)methyl]-1H-indazol-3-yl)butanamide, prepared in Example 25, and the mixture is refluxed for 18 hours. The reaction medium is filtered through a sinter funnel packed with Celite and 75 cm3 of ethyl acetate are added to the filtrate. The organic phase is washe... Starting materials: [Br-], Br, C=CC(=O)OC, CC(C)=O, O=N[O-], Nc1cccc(Cl)c1Cl, [Na+], O. The product is COC(=O)C(Br)Cc1cccc(Cl)c1Cl. As a reaction SMILES: [Br-:20].[BrH:25].[C:14]([CH:15]=[CH2:16])(=[O:17])[O:18][CH3:19].[CH3:21][C:22](=[O:23])[CH3:24].[N:10]([O-:11])=[O:12].[NH2:1][c:2]1[cH:3][cH:4][cH:5][c:6]([Cl:7])[c:8]1[Cl:9].[Na+:13].[OH2:26]>>[c:2]1([CH2:16][CH:15]([C:14](=[O:17])[O:18][CH3:19])[Br:20])[cH:3][cH:4][cH:5][c:6]([Cl:7])[c:8]1[Cl:9]. The reactants are [Li]CCCC, C1CCOC1, CON(C)C(=O)c1ccc2c(c1)OCO2, CC(C)NC(C)C, Cc1cccc(C)n1. Product: Cc1cccc(CC(=O)c2ccc3c(c2)OCO3)n1. RXN SMILES: [CH2:1]([Li:2])[CH2:3][CH2:4][CH3:5].[CH2:36]1[O:37][CH2:38][CH2:39][CH2:40]1.[CH3:21][O:22][N:23]([C:24](=[O:25])[c:26]1[cH:27][c:28]2[c:29]([cH:33][cH:34]1)[O:30][CH2:31][O:32]2)[CH3:35].[CH:6]([NH:7][CH:8]([CH3:9])[CH3:10])([CH3:11])[CH3:12].[n:13]1[c:14]([CH3:20])[cH:15][cH:16][cH:17][c:18]1[CH3:19]>>[n:13]1[c:14]([CH2:20][C:24](=[O:25])[c:26]2[cH:27][c:28]3[c:29]([cH:33][cH:34]2)[O:30][CH2:31][O:32]3)[cH:15][cH:16][cH:17][c:18]1[CH3:19].